Dataset: the Open Reaction Database (ORD), a public repository of structured organic reaction records. Task: describe an organic reaction: reactants, conditions, products, and yield Starting materials: CCOC(=O)c1cc(F)ccc1CNC(=O)OC(C)(C)C, C1CCOC1, Cl. Product: Cl, CCOC(=O)c1cc(F)ccc1CN. RXN SMILES: [C:2]([O:3][C:4](=[O:5])[NH:9][CH2:10][c:11]1[c:12]([C:13](=[O:14])[O:15][CH2:16][CH3:17])[cH:18][c:19]([F:22])[cH:20][cH:21]1)([CH3:6])([CH3:7])[CH3:8].[CH2:23]1[O:24][CH2:25][CH2:26][CH2:27]1.[ClH:1]>>[ClH:1].[NH2:9][CH2:10][c:11]1[c:12]([C:13](=[O:14])[O:15][CH2:16][CH3:17])[cH:18][c:19]([F:22])[cH:20][cH:21]1. Starting materials: CCN(CC)S(F)(F)F (DAST), COC1=C(C=CC(=N1)/C=C/C1=NN2C(C(CCC2)C2=C(C=CC=C2)CO)=N1)N1C=NC(=C1)C ({2-{2-{(E)-2-[6-methoxy-5-(4-methyl-1H-imidazol-1-yl)pyridin-2-yl]vinyl}-5,6,7,8-tetrahydro-[1,2,4]triazolo[1,5-a]pyridin-8-yl}phenyl}methanol), O.C([O-])(O)=O.[Na+] (sodium bicarbonate water). The solvent is ClCCl (dichloromethane), ClCCl (dichloromethane). Conditions: temperature -78 celsius, time 1 hour. Product: FCC1=C(C=CC=C1)C1C=2N(CCC1)N=C(N2)\C=C\C2=NC(=C(C=C2)N2C=NC(=C2)C)OC ((−)-8-(2-fluoromethylphenyl)-2-{(E)-2-[6-methoxy-5-(4-methyl-1H-imidazol-1-yl)-pyridin-2-yl]vinyl}-5,6,7,8-tetrahydro-[1,2,4]triazolo[1,5-a]pyridine). Reaction SMILES: [CH3:1][O:2][C:3]1[N:8]=[C:7](/[CH:9]=[CH:10]/[C:11]2[N:27]=[C:14]3[CH:15]([C:19]4[CH:24]=[CH:23][CH:22]=[CH:21][C:20]=4[CH2:25]O)[CH2:16][CH2:17][CH2:18][N:13]3[N:12]=2)[CH:6]=[CH:5][C:4]=1[N:28]1[CH:32]=[C:31]([CH3:33])[N:30]=[CH:29]1.CCN(S(F)(F)[F:40])CC.O.C(=O)(O)[O-].[Na+]>ClCCl>[F:40][CH2:25][C:20]1[CH:21]=[CH:22][CH:23]=[CH:24][C:19]=1[CH:15]1[CH2:16][CH2:17][CH2:18][N:13]2[N:12]=[C:11](/[CH:10]=[CH:9]/[C:7]3[CH:6]=[CH:5][C:4]([N:28]4[CH:32]=[C:31]([CH3:33])[N:30]=[CH:29]4)=[C:3]([O:2][CH3:1])[N:8]=3)[N:27]=[C:14]12 |f:2.3.4|. Reported procedure: {2-{2-{(E)-2-[6-methoxy-5-(4-methyl-1H-imidazol-1-yl)pyridin-2-yl]vinyl}-5,6,7,8-tetrahydro-[1,2,4]triazolo[1,5-a]pyridin-8-yl}phenyl}methanol (350 mg) was dissolved in dichloromethane (40 mL). This was added dropwise to a solution of DAST (1.04 mL) in dichloromethane (6 mL) cooled to −78° C., and the reaction solution was stirred for one hour. Saturated sodium bicarbonate water was added to the reaction solution, followed by extraction with dichloromethane. The organic layer was dried over magn... The reactants are [Cl-].[Al+3].[Cl-].[Cl-] (aluminum chloride), ice, Cl (hydrochloric acid), mixture, C1=C2C(=CC3=C1C(=O)OC3=O)C(=O)OC2=O (benzene-1,2,4,5-tetracarboxylic acid dianhydride), C(CCCCCCCCCCC)C1=CC=CC=C1 (1-dodecylbenzene), C(C)(C)N(CC)C(C)C (diisopropylethylamine). Run in ClCCCl (1,2-dichloroethane), O (water), C(C)(=O)OCC (ethyl acetate), O1CCCC1 (tetrahydrofuran), ClCCCl (1,2-dichloroethane). Reaction conditions: temperature 16 celsius, time 8 hour. Yields the product C(CCCCCCCCCCC)C1=CC=C(C(=O)C2=C(C(=O)O)C=C(C(=C2)C(=O)O)C(C2=CC=C(C=C2)CCCCCCCCCCCC)=O)C=C1 (2,5-bis(4-dodecylbenzoyl)terephthalic acid). Reaction SMILES: [Cl-].[Al+3].[Cl-].[Cl-].[CH:5]1[C:10]2[C:11]([O:13][C:14](=[O:15])[C:9]=2[CH:8]=[C:7]2[C:16]([O:18][C:19](=[O:20])[C:6]=12)=[O:17])=[O:12].[CH2:21]([C:33]1[CH:38]=[CH:37][CH:36]=[CH:35][CH:34]=1)[CH2:22][CH2:23][CH2:24][CH2:25][CH2:26][CH2:27][CH2:28][CH2:29][CH2:30][CH2:31][CH3:32].C(N([CH:45]([CH3:47])[CH3:46])CC)(C)C.Cl>O.C(OCC)(=O)C.O1CCCC1.ClCCCl>[CH2:21]([C:33]1[CH:34]=[CH:35][C:36]([C:19]([C:6]2[CH:5]=[C:10]([C:11]([OH:13])=[O:12])[C:9]([C:14](=[O:15])[C:36]3[CH:35]=[CH:34][C:33]([CH2:21][CH2:22][CH2:23][CH2:24][CH2:25][CH2:26][CH2:27][CH2:28][CH2:29][CH2:47][CH2:45][CH3:46])=[CH:38][CH:37]=3)=[CH:8][C:7]=2[C:16]([OH:18])=[O:17])=[O:20])=[CH:37][CH:38]=1)[CH2:22][CH2:23][CH2:24][CH2:25][CH2:26][CH2:27][CH2:28][CH2:29][CH2:30][CH2:31][CH3:32] |f:0.1.2.3|. Reported procedure: To a mixture of 492 grams of aluminum chloride and 988 mL of 1,2-dichloroethane was added 192 grams of benzene-1,2,4,5-tetracarboxylic acid dianhydride (pyromellitic dianhydride). The resulting mixture was cooled to 16° C. and a solution of 434 grams of 1-dodecylbenzene, 123 grams of diisopropylethylamine and 480 mL of 1,2-dichloroethane was added over a period of 3.5 hours, keeping the temperature between 15° C. and 20° C. during the addition. The mixture was stirred overnight at room temperatu... As a reaction SMILES: [Br:1][c:2]1[s:3][cH:4][c:5](-[c:7]2[cH:8][cH:9][c:10]([F:13])[cH:11][cH:12]2)[n:6]1.[C:27](=[O:28])([O-:29])[O-:30].[CH3:34][N:35]([CH3:36])[CH:37]=[O:38].[K+:31].[K+:32].[N:14]1([C:20](=[O:21])[O:22][C:23]([CH3:24])([CH3:25])[CH3:26])[CH2:15][CH2:16][NH:17][CH2:18][CH2:19]1.[OH2:33]>>[c:2]1([N:17]2[CH2:16][CH2:15][N:14]([C:20](=[O:21])[O:22][C:23]([CH3:24])([CH3:25])[CH3:26])[CH2:19][CH2:18]2)[s:3][cH:4][c:5](-[c:7]2[cH:8][cH:9][c:10]([F:13])[cH:11][cH:12]2)[n:6]1. Yields the product CC(C)(C)OC(=O)N1CCN(c2nc(-c3ccc(F)cc3)cs2)CC1. Starting materials: Fc1ccc(-c2csc(Br)n2)cc1, O=C([O-])[O-], CN(C)C=O, [K+], [K+], CC(C)(C)OC(=O)N1CCNCC1, O. Reactants: BrC1C(N2N(CCCC2C(=O)OC)C1)=O (methyl 2-bromo-hexahydro-3-oxo-1H-pyrazolo[1,2-a]pyridazine-5-carboxylate), [N-]=[N+]=[N-].[Na+] (sodium azide). Reported procedure: 4.5 g of methyl 2-bromo-hexahydro-3-oxo-1H-pyrazolo[1,2-a]pyridazine-5-carboxylate (2 racemates) and 1.58 g of sodium azide in 30 ml of acetone were stirred and heated under reflux for 48 hours. The mixture was evaporated and the residue was partitioned between dichloromethane and water. The organic phase was separated, dried over magnesium sulphate and evaporated. The residue was chromatographed on silica gel. Elution with diethyl ether/methanol (19:1, v/v) gave firstly 2.5 g (65%) of methyl 2-... Product: N(=[N+]=[N-])C1C(N2N(CCCC2C(=O)OC)C1)=O (methyl 2-azido-hexahydro-3-oxo-1H-pyrazolo[1,2-a]pyridazine-5-carboxylate). Yield: 27.8%. As a reaction SMILES: Br[CH:2]1[CH2:14][N:5]2[CH2:6][CH2:7][CH2:8][CH:9]([C:10]([O:12][CH3:13])=[O:11])[N:4]2[C:3]1=[O:15].[N-:16]=[N+:17]=[N-:18].[Na+]>CC(C)=O>[N:16]([CH:2]1[CH2:14][N:5]2[CH2:6][CH2:7][CH2:8][CH:9]([C:10]([O:12][CH3:13])=[O:11])[N:4]2[C:3]1=[O:15])=[N+:17]=[N-:18] |f:1.2|. Run in CC(=O)C (acetone). Reactants: C(C)OC(=O)CC(=O)NC(CC(=O)OC)(C)C (methyl 3-(ethoxycarbonylacetamido)-3-methylbutyrate), [Na] (sodium). Solvent: CO (methanol). The product is CC1(CC(C(C(N1)=O)C(=O)OC)=O)C (methyl 6,6-dimethylpiperidine-2,4-dione-3-carboxylate). Isolated yield 72.0%. RXN SMILES: [CH2:1]([O:3][C:4]([CH2:6][C:7]([NH:9][C:10]([CH3:17])([CH3:16])[CH2:11][C:12]([O:14]C)=O)=[O:8])=[O:5])C.[Na]>CO>[CH3:16][C:10]1([CH3:17])[NH:9][C:7](=[O:8])[CH:6]([C:4]([O:3][CH3:1])=[O:5])[C:12](=[O:14])[CH2:11]1 |^1:17|. Procedure: A solution of methyl 3-(ethoxycarbonylacetamido)-3-methylbutyrate (45 g) and sodium metal (4.22 g) in anhydrous methanol (450 ml) was heated at a reflux for 3 hours. The cooled mixture was evaporated under reduced pressure and the residue dissolved in water (200 ml). The aqueous solution was washed with ether (3×100 ml), acidified with 2N hydrochloric acid and the acidic mixture extracted with dichloromethane (3×100 ml). The combined extracts were washed with water (2×100 ml), dried over magnesi... The reactants are C1CCOC1, Cc1cc(-c2sc(Nc3ccc(Cl)cc3)nc2N)ncc1OCC(F)(F)F, O=C=Nc1ccc(F)cc1. Yields the product Cc1cc(-c2sc(Nc3ccc(Cl)cc3)nc2NC(=O)Nc2ccc(F)cc2)ncc1OCC(F)(F)F. RXN SMILES: [CH2:38]1[O:39][CH2:40][CH2:41][CH2:42]1.[Cl:1][c:2]1[cH:3][cH:4][c:5]([NH:8][c:9]2[s:10][c:11](-[c:15]3[n:16][cH:17][c:18]([O:22][CH2:23][C:24]([F:25])([F:26])[F:27])[c:19]([CH3:21])[cH:20]3)[c:12]([NH2:14])[n:13]2)[cH:6][cH:7]1.[F:28][c:29]1[cH:30][cH:31][c:32]([N:35]=[C:36]=[O:37])[cH:33][cH:34]1>>[Cl:1][c:2]1[cH:3][cH:4][c:5]([NH:8][c:9]2[s:10][c:11](-[c:15]3[n:16][cH:17][c:18]([O:22][CH2:23][C:24]([F:25])([F:26])[F:27])[c:19]([CH3:21])[cH:20]3)[c:12]([NH:14][C:36]([NH:35][c:32]3[cH:31][cH:30][c:29]([F:28])[cH:34][cH:33]3)=[O:37])[n:13]2)[cH:6][cH:7]1.